This data is from the Open Reaction Database (ORD), a public repository of structured organic reaction records. The task is: describe an organic reaction: reactants, conditions, products, and yield The reactants are ClC1OC2=C(C1(C)C)C=C(C=C2)C#N (2-Chloro-5-cyano-2,3-dihydro-3,3-dimethylbenzofuran), [S-]C#N.[K+] (potassium thiocyanate), O (water). Run in CN(C=O)C (dimethylformamide). The product is C(#N)C=1C=CC2=C(C(C(O2)N=C=S)(C)C)C1 (5-Cyano-2,3-dihydro-3,3-dimethyl-2-isothiocyanatobenzofuran). Yield: 21.6%. As a reaction SMILES: Cl[CH:2]1[C:6]([CH3:8])([CH3:7])[C:5]2[CH:9]=[C:10]([C:13]#[N:14])[CH:11]=[CH:12][C:4]=2[O:3]1.[S-:15][C:16]#[N:17].[K+].O>CN(C)C=O>[C:13]([C:10]1[CH:11]=[CH:12][C:4]2[O:3][CH:2]([N:17]=[C:16]=[S:15])[C:6]([CH3:8])([CH3:7])[C:5]=2[CH:9]=1)#[N:14] |f:1.2|. Procedure details: 2-Chloro-5-cyano-2,3-dihydro-3,3-dimethylbenzofuran (5 g) from Example 15 and potassium thiocyanate (4.6 g) were heated in dimethylformamide (30 ml) at 110° C. for 7 hours. The mixture, after cooling, was added to water and the product extracted into diethyl ether. The ether solution was washed with water (twice), dried over magnesium sulphate and run down under vacuum yielding 4 g of crude product. Purification by silica gel chromatography in toluene yielded 1.2 g of title product, mp 52° C.